describe an organic reaction: reactants, conditions, products, and yield From a dataset of the Open Reaction Database (ORD), a public repository of structured organic reaction records. Reactants: O=C=NC(=O)c1ccccc1, CC(C)=O, N#Cc1ccc(O)cc1N. The product is N#Cc1ccc(O)cc1NC(=O)NC(=O)c1ccccc1. RXN SMILES: [C:11]([c:12]1[cH:13][cH:14][cH:15][cH:16][cH:17]1)(=[O:18])[N:19]=[C:20]=[O:21].[CH3:22][C:23](=[O:24])[CH3:25].[NH2:1][c:2]1[c:3]([C:4]#[N:5])[cH:6][cH:7][c:8]([OH:10])[cH:9]1>>[NH:1]([c:2]1[c:3]([C:4]#[N:5])[cH:6][cH:7][c:8]([OH:10])[cH:9]1)[C:20]([NH:19][C:11]([c:12]1[cH:13][cH:14][cH:15][cH:16][cH:17]1)=[O:18])=[O:21].